This data is from the Open Reaction Database (ORD), a public repository of structured organic reaction records. The task is: describe an organic reaction: reactants, conditions, products, and yield The reactants are COC(=O)C=1C=NC(=NC1)N1CC2=C(NC=3C=CC(=CC23)C=2SC(=CC2)C=O)CC1 (methyl-2-{8-[5-(formyl)-thien-2-yl]-1,3,4,5-tetrahydro-2H-pyrido[4,3-b]indol-2-yl}pyrimidine-5-carboxylate), [BH-](OC(=O)C)(OC(=O)C)OC(=O)C.[Na+] (Na(OAc)3BH), CN1CCNCC1 (N-methylpiperazine). The solvent is C(Cl)Cl (DCM). Run at time 10 minute. Yields the product COC(=O)C=1C=NC(=NC1)N1CC2=C(NC=3C=CC(=CC23)C=2SC(=CC2)CN2CCN(CC2)C)CC1 (methyl-2-{8-[5-((4-methylpiperazin-1-yl)methyl)-thien-2-yl]-1,3,4,5-tetrahydro-2H-pyrido[4,3-b]indol-2-yl}pyrimidine-5-carboxylate). The yield is 75.8%. Reaction SMILES: [CH3:1][O:2][C:3]([C:5]1[CH:6]=[N:7][C:8]([N:11]2[CH2:30][CH2:29][C:14]3[NH:15][C:16]4[CH:17]=[CH:18][C:19]([C:22]5[S:23][C:24]([CH:27]=O)=[CH:25][CH:26]=5)=[CH:20][C:21]=4[C:13]=3[CH2:12]2)=[N:9][CH:10]=1)=[O:4].[BH-](OC(C)=O)(OC(C)=O)OC(C)=O.[Na+].[CH3:45][N:46]1[CH2:51][CH2:50][NH:49][CH2:48][CH2:47]1>C(Cl)Cl>[CH3:1][O:2][C:3]([C:5]1[CH:6]=[N:7][C:8]([N:11]2[CH2:30][CH2:29][C:14]3[NH:15][C:16]4[CH:17]=[CH:18][C:19]([C:22]5[S:23][C:24]([CH2:27][N:49]6[CH2:50][CH2:51][N:46]([CH3:45])[CH2:47][CH2:48]6)=[CH:25][CH:26]=5)=[CH:20][C:21]=4[C:13]=3[CH2:12]2)=[N:9][CH:10]=1)=[O:4] |f:1.2|. Reported procedure: To a 0° C. solution of methyl-2-{8-[5-(formyl)-thien-2-yl]-1,3,4,5-tetrahydro-2H-pyrido[4,3-b]indol-2-yl}pyrimidine-5-carboxylate (0.09 g, 0.21 mmol) in DCM (50 mL) was added Na(OAc)3BH (0.114 g, 0.53 mmol) and stirred for 10 min. To the reaction mixture was added N-methylpiperazine (0.107 g, 1.07 mmol) under nitrogen atmosphere and the reaction mixture was continued stirring at room temperature for 4 hr. The progress of the reaction was monitored by TLC and upon completion of the reaction the m... Starting materials: Oc1cccc(Br)c1, ClCc1ccccc1, [K+], [K+], O=C([O-])[O-], CN(C)C=O. The product is Brc1cccc(OCc2ccccc2)c1. As a reaction SMILES: [Br:1][c:2]1[cH:3][c:4]([OH:8])[cH:5][cH:6][cH:7]1.[CH2:9]([c:10]1[cH:11][cH:12][cH:13][cH:14][cH:15]1)[Cl:16].[K+:17].[K+:18].[O-:19][C:20]([O-:21])=[O:22].[O:23]=[CH:24][N:25]([CH3:26])[CH3:27]>>[Br:1][c:2]1[cH:3][c:4]([O:8][CH2:9][c:10]2[cH:11][cH:12][cH:13][cH:14][cH:15]2)[cH:5][cH:6][cH:7]1. The product is CNCC1=CC=C(O1)CO (5-(methylamino)methyl-2-furanmethanol). Procedure: A mixture of 2-furanmethanol (49 g), methylamine hydrochloride (51.5 g) and 36% formaldehyde solution (50 ml) was stirred at 0°-3° for 3 hr and allowed to stand for 16 hr. Excess sodium carbonate was added and the slurry extracted with ethyl acetate. After removal of solvent the residue was distilled to give 5-(methylamino)methyl-2-furanmethanol (36.2 g) b.p. 111°-113° (0.2 mm). The solvent is C=O (formaldehyde). As a reaction SMILES: [O:1]1[CH:5]=[CH:4][CH:3]=[C:2]1[CH2:6]O.Cl.[CH3:9][NH2:10].[C:11](=[O:14])([O-])[O-].[Na+].[Na+]>C=O>[CH3:9][NH:10][CH2:6][C:2]1[O:1][C:5]([CH2:11][OH:14])=[CH:4][CH:3]=1 |f:1.2,3.4.5|. Reaction conditions: time 3 hour. Reactants: O1C(=CC=C1)CO (2-furanmethanol), Cl.CN (methylamine hydrochloride), C([O-])([O-])=O.[Na+].[Na+] (sodium carbonate). Starting materials: C1(CCCCC1)C1=CC=C(C(=O)N2CC=3N(CC4=C2C=CC=C4)C(=CC3)C(=O)Cl)C=C1 (10-(4-cyclohexyl-benzoyl)-10,11-dihydro-5H-pyrrolo[2,1-c][1,4]benzodiazepine-3-carbonyl chloride), Example 23, C(C)(C)N(C(C)C)CC (N,N-diisopropylethyl amine), N1=C(C=CC=C1)N1CCNCC1 (4-(2-pyridyl)piperazine). The reagents and catalysts are CN(C1=CC=NC=C1)C (4-(dimethylamino)pyridine). Run in ClCCl (dichloromethane). Run at time 8 hour. Product: C1(CCCCC1)C1=CC=C(C(=O)N2CC=3N(CC4=C2C=CC=C4)C(=CC3)C(=O)N3CCN(CC3)C3=NC=CC=C3)C=C1 ([10-(4-Cyclohexyl-benzoyl)-10,11-dihydro-5H-pyrrolo[2,1-c][1,4]benzodiazepine 3-yl][4-(2-pyridinyl)-1-piperazinyl]-methanone). As a reaction SMILES: [CH:1]1([C:7]2[CH:31]=[CH:30][C:10]([C:11]([N:13]3[C:19]4[CH:20]=[CH:21][CH:22]=[CH:23][C:18]=4[CH2:17][N:16]4[C:24]([C:27](Cl)=[O:28])=[CH:25][CH:26]=[C:15]4[CH2:14]3)=[O:12])=[CH:9][CH:8]=2)[CH2:6][CH2:5][CH2:4][CH2:3][CH2:2]1.C(N(CC)C(C)C)(C)C.[N:41]1[CH:46]=[CH:45][CH:44]=[CH:43][C:42]=1[N:47]1[CH2:52][CH2:51][NH:50][CH2:49][CH2:48]1>CN(C)C1C=CN=CC=1.ClCCl>[CH:1]1([C:7]2[CH:31]=[CH:30][C:10]([C:11]([N:13]3[C:19]4[CH:20]=[CH:21][CH:22]=[CH:23][C:18]=4[CH2:17][N:16]4[C:24]([C:27]([N:50]5[CH2:51][CH2:52][N:47]([C:42]6[CH:43]=[CH:44][CH:45]=[CH:46][N:41]=6)[CH2:48][CH2:49]5)=[O:28])=[CH:25][CH:26]=[C:15]4[CH2:14]3)=[O:12])=[CH:9][CH:8]=2)[CH2:6][CH2:5][CH2:4][CH2:3][CH2:2]1. Reported procedure: The crude 10-(4-cyclohexyl-benzoyl)-10,11-dihydro-5H-pyrrolo[2,1-c][1,4]benzodiazepine-3-carbonyl chloride prepared in the manner of Example 23 (0.5 g) was added to a stirred mixture of N,N-diisopropylethyl amine (0.32 g), 4-(2-pyridyl)piperazine (0.39 g) and 4-(dimethylamino)pyridine (0.05 g) in dichloromethane (25 mL). After stirring overnight at room temperature the reaction mixture was washed with water and saturated aqueous sodium bicarbonate, and dried over anhydrous sodium sulfate. The so...